This data is from the Open Reaction Database (ORD), a public repository of structured organic reaction records. The task is: describe an organic reaction: reactants, conditions, products, and yield Reactants: C1OC2CNC1C2, O=C(Cl)c1ccc2nonc2c1. Yields the product O=C(c1ccc2nonc2c1)N1CC2CC1CO2. RXN SMILES: [CH:1]12[NH:2][CH2:3][CH:4]([O:5][CH2:6]1)[CH2:7]2.[n:8]1[o:9][n:10][c:11]2[c:12]1[cH:13][cH:14][c:15]([C:17](=[O:18])[Cl:19])[cH:16]2>>[CH:1]12[N:2]([C:17]([c:15]3[cH:14][cH:13][c:12]4[n:8][o:9][n:10][c:11]4[cH:16]3)=[O:18])[CH2:3][CH:4]([O:5][CH2:6]1)[CH2:7]2.